Dataset: the Open Reaction Database (ORD), a public repository of structured organic reaction records. Task: describe an organic reaction: reactants, conditions, products, and yield Starting materials: CCN=C=NCCCN(C)C, ClCCl, CNC, CN1CCOCC1, Cc1cc(C(=O)O)ncc1C(c1cc(F)ccc1F)S(=O)(=O)c1ccc(Cl)cc1, Cl, Cl, On1nnc2ccccc21. Product: Cc1cc(C(=O)N(C)C)ncc1C(c1cc(F)ccc1F)S(=O)(=O)c1ccc(Cl)cc1. As a reaction SMILES: [CH2:52]([N:53]=[C:54]=[N:55][CH2:56][CH2:57][CH2:58][N:59]([CH3:60])[CH3:61])[CH3:62].[CH2:63]([Cl:64])[Cl:65].[CH3:31][NH:32][CH3:33].[CH3:44][N:45]1[CH2:46][CH2:47][O:48][CH2:49][CH2:50]1.[Cl:1][c:2]1[cH:3][cH:4][c:5]([S:8](=[O:9])(=[O:10])[CH:11]([c:12]2[c:13]([CH3:21])[cH:14][c:15]([C:18](=[O:19])[OH:20])[n:16][cH:17]2)[c:22]2[c:23]([F:29])[cH:24][cH:25][c:26]([F:28])[cH:27]2)[cH:6][cH:7]1.[ClH:30].[ClH:51].[OH:34][n:35]1[c:36]2[cH:37][cH:38][cH:39][cH:40][c:41]2[n:42][n:43]1>>[Cl:1][c:2]1[cH:3][cH:4][c:5]([S:8](=[O:9])(=[O:10])[CH:11]([c:12]2[c:13]([CH3:21])[cH:14][c:15]([C:18](=[O:19])[N:32]([CH3:31])[CH3:33])[n:16][cH:17]2)[c:22]2[c:23]([F:29])[cH:24][cH:25][c:26]([F:28])[cH:27]2)[cH:6][cH:7]1.